From a dataset of the Open Reaction Database (ORD), a public repository of structured organic reaction records. describe an organic reaction: reactants, conditions, products, and yield Starting materials: FC=1C=C2CCC(C2=CC1)=O (5-fluoro-indan-1-one), N1N=CC=C1 (pyrazole), C([O-])([O-])=O.[K+].[K+] (potassium carbonate). Run in CS(=O)C (dimethyl sulfoxide), CCOCC (ether). Yields the product N1(N=CC=C1)C=1C=C2CCC(C2=CC1)=O (5-Pyrazol-1-yl-indan-1-one). Yield: 72.8%. Reaction SMILES: F[C:2]1[CH:3]=[C:4]2[C:8](=[CH:9][CH:10]=1)[C:7](=[O:11])[CH2:6][CH2:5]2.[NH:12]1[CH:16]=[CH:15][CH:14]=[N:13]1.C(=O)([O-])[O-].[K+].[K+]>CS(C)=O.CCOCC>[N:12]1([C:2]2[CH:3]=[C:4]3[C:8](=[CH:9][CH:10]=2)[C:7](=[O:11])[CH2:6][CH2:5]3)[CH:16]=[CH:15][CH:14]=[N:13]1 |f:2.3.4|. Procedure: Combine 5-fluoro-indan-1-one (1.02 g, 6.79 mmol), pyrazole (0.46 g, 6.79 mmol), and potassium carbonate (1.03 g, 7.47 mmol, 1.10 equivalents) in dimethyl sulfoxide (5 ml) in a sealed tube and heat to 100° C. for 48 hours. Cool to room temperature, dilute with ether, wash with water (2×), dry over anhydrous sodium sulfate, and concentrate to obtain the title compound as a brown solid (0.98 g, 73%). LC-MS m/z 199.1 (M++1). The product is O=C(O)c1ccc([N+](=O)[O-])s1. As a reaction SMILES: [CH3:13][C:14]([O:15][C:16](=[O:17])[CH3:18])=[O:19].[CH3:20][C:21](=[O:22])[OH:23].[OH:9][N+:10]([O-:11])=[O:12].[s:1]1[c:2]([C:6](=[O:7])[OH:8])[cH:3][cH:4][cH:5]1>>[s:1]1[c:2]([C:6](=[O:7])[OH:8])[cH:3][cH:4][c:5]1[N+:10](=[O:9])[O-:11]. The reactants are CC(=O)OC(C)=O, CC(=O)O, O=[N+]([O-])O, O=C(O)c1cccs1. Starting materials: CCCN(CCC)C(=O)c1cc(C(=O)OC)cc([N+](=O)[O-])c1, CCO, O. The product is CCCN(CCC)C(=O)c1cc(N)cc(C(=O)OC)c1. As a reaction SMILES: [CH3:1][O:2][C:3]([c:4]1[cH:5][c:6]([C:7](=[O:8])[N:9]([CH2:10][CH2:11][CH3:12])[CH2:13][CH2:14][CH3:15])[cH:16][c:17]([N+:19]([O-:20])=[O:21])[cH:18]1)=[O:22].[CH3:23][CH2:24][OH:25].[OH2:26]>>[CH3:1][O:2][C:3]([c:4]1[cH:5][c:6]([C:7](=[O:8])[N:9]([CH2:10][CH2:11][CH3:12])[CH2:13][CH2:14][CH3:15])[cH:16][c:17]([NH2:19])[cH:18]1)=[O:22]. Starting materials: Cc1cc(O)cc(C)c1CC(NC(=O)OC(C)(C)C)C(=O)N(Cc1cccc(C#N)c1)C(C)c1nc(-c2ccccc2)c[nH]1, CCO, [Na+], [OH-], OO. Product: Cc1cc(O)cc(C)c1CC(NC(=O)OC(C)(C)C)C(=O)N(Cc1cccc(C(N)=O)c1)C(C)c1nc(-c2ccccc2)c[nH]1. As a reaction SMILES: [C:1]([CH3:2])([CH3:3])([CH3:4])[O:5][C:6]([NH:7][CH:8]([CH2:9][c:10]1[c:11]([CH3:18])[cH:12][c:13]([OH:17])[cH:14][c:15]1[CH3:16])[C:19]([N:20]([CH:21]([CH3:22])[c:23]1[nH:24][cH:25][c:26](-[c:28]2[cH:29][cH:30][cH:31][cH:32][cH:33]2)[n:27]1)[CH2:34][c:35]1[cH:36][c:37]([C:41]#[N:42])[cH:38][cH:39][cH:40]1)=[O:43])=[O:44].[CH3:49][CH2:50][OH:51].[Na+:48].[OH-:47].[OH:45][OH:46]>>[C:1]([CH3:2])([CH3:3])([CH3:4])[O:5][C:6]([NH:7][CH:8]([CH2:9][c:10]1[c:11]([CH3:18])[cH:12][c:13]([OH:17])[cH:14][c:15]1[CH3:16])[C:19]([N:20]([CH:21]([CH3:22])[c:23]1[nH:24][cH:25][c:26](-[c:28]2[cH:29][cH:30][cH:31][cH:32][cH:33]2)[n:27]1)[CH2:34][c:35]1[cH:36][c:37]([C:41]([NH2:42])=[O:45])[cH:38][cH:39][cH:40]1)=[O:43])=[O:44]. Starting materials: ClC=1C(=CC(=NC1)/C=C/C(=O)OC)C(S(=O)(=O)C1=CC=C(C=C1)C(F)(F)F)C1=C(C=CC(=C1)F)F (methyl(E)-3-[5-chloro-4-[(2,5-difluorophenyl)(4-trifluoromethylphenylsulfonyl)methyl]pyridin-2-yl]acrylate), CCCCCC (hexane). The reagents and catalysts are [C].[Pd] (palladium-carbon). The solvent is C(C)(=O)OCC (ethyl acetate), CO (methanol). Conditions: time 2 hour. The product is ClC=1C(=CC(=NC1)CCC(=O)OC)C(S(=O)(=O)C1=CC=C(C=C1)C(F)(F)F)C1=C(C=CC(=C1)F)F (Methyl 3-[5-chloro-4-[(2,5-difluorophenyl)(4-trifluoromethylphenylsulfonyl)methyl]pyridin-2-yl]propionate). Yield: 85.7%. As a reaction SMILES: [Cl:1][C:2]1[C:3]([CH:14]([C:28]2[CH:33]=[C:32]([F:34])[CH:31]=[CH:30][C:29]=2[F:35])[S:15]([C:18]2[CH:23]=[CH:22][C:21]([C:24]([F:27])([F:26])[F:25])=[CH:20][CH:19]=2)(=[O:17])=[O:16])=[CH:4][C:5](/[CH:8]=[CH:9]/[C:10]([O:12][CH3:13])=[O:11])=[N:6][CH:7]=1.CCCCCC>C(OCC)(=O)C.CO.[C].[Pd]>[Cl:1][C:2]1[C:3]([CH:14]([C:28]2[CH:33]=[C:32]([F:34])[CH:31]=[CH:30][C:29]=2[F:35])[S:15]([C:18]2[CH:23]=[CH:22][C:21]([C:24]([F:25])([F:27])[F:26])=[CH:20][CH:19]=2)(=[O:17])=[O:16])=[CH:4][C:5]([CH2:8][CH2:9][C:10]([O:12][CH3:13])=[O:11])=[N:6][CH:7]=1 |f:4.5|. Procedure details: In a mixed solvent of ethyl acetate (3 ml) and methanol (3 ml) was dissolved methyl(E)-3-[5-chloro-4-[(2,5-difluorophenyl)(4-trifluoromethylphenylsulfonyl)methyl]pyridin-2-yl]acrylate (110 mg, 0.21 mmol). To the resulting solution was added 10% palladium-carbon catalyst (60 mg). Under a hydrogen atmosphere, the resulting mixture was stirred at room temperature for 2 hours. After the catalyst was removed by Celite filtration, the filtrate was concentrated under reduced pressure. The residue thus ... Starting materials: C(=S)(N1C=NC=C1)N1C=NC=C1 (thiocarbonyldiimidazole), O1CCCC1 (tetrahydrofuran), O.NN (hydrazine monohydrate), [Cl-].[Na+] (sodium chloride). Run at time 1.5 hour. Yields the product N(N)C(=S)N1CCC(CC1)C(=O)OC (Methyl 1-hydrazinothiocarbonylpiperidine-4-carboxylate). Isolated yield 114.0%. RXN SMILES: [C:1]([N:8]1C=CN=C1)([N:3]1[CH:7]=[CH:6]N=[CH:4]1)=[S:2].[OH2:13].[NH2:14]N.[Cl-].[Na+].[O:18]1[CH2:22][CH2:21][CH2:20][CH2:19]1>>[NH:8]([C:1]([N:3]1[CH2:4][CH2:21][CH:20]([C:19]([O:18][CH3:22])=[O:13])[CH2:6][CH2:7]1)=[S:2])[NH2:14] |f:1.2,3.4|. Procedure: Methyl isonipecotinate (1.0 g, 6.98 mmol) in tetrahydrofuran was mixed with thiocarbonyldiimidazole (1.24 g, 6.98 mmol) at room temperature and then stirred at room temperature for 1.5 hours and stirred with hydrazine monohydrate (700 mg, 14.0 mmol) for another 4 hours. The reaction solution was mixed with saturated aqueous sodium chloride and extracted with ethyl acetate and chloroform. The extract was dried over anhydrous magnesium sulfate and filtered, and the filtrate was concentrated to giv... Reactants: ClCCl, OCCC(c1ccc(C(F)(F)F)cc1)C1CC1, O=[Cr](=O)([O-])Cl, c1cc[nH+]cc1. Yields the product O=CCC(c1ccc(C(F)(F)F)cc1)C1CC1. As a reaction SMILES: [CH2:29]([Cl:30])[Cl:31].[CH:1]1([CH:4]([CH2:5][CH2:6][OH:7])[c:8]2[cH:9][cH:10][c:11]([C:14]([F:15])([F:16])[F:17])[cH:12][cH:13]2)[CH2:2][CH2:3]1.[O:18]=[Cr:19]([Cl:20])([O-:21])=[O:22].[nH+:23]1[cH:24][cH:25][cH:26][cH:27][cH:28]1>>[CH:1]1([CH:4]([CH2:5][CH:6]=[O:7])[c:8]2[cH:9][cH:10][c:11]([C:14]([F:15])([F:16])[F:17])[cH:12][cH:13]2)[CH2:2][CH2:3]1.